Dataset: the Open Reaction Database (ORD), a public repository of structured organic reaction records. Task: describe an organic reaction: reactants, conditions, products, and yield Starting materials: FC1=C2CCN(N3C2=C(C(=C1F)N)C(C(=C3)C(=O)OCC)=O)C (Ethyl 4,5-Difluoro-6-amino-2,3-dihydro-1-methyl-7-oxo -1H, 7H-pyrido[3,2,1-ij]cinnoline-8-carboxylate), C(C)(=O)O (acetic acid), Cl (hydrochloric acid). Run in O (water). Run at temperature 100 celsius. Yields the product NC1=C(C(=C2CCN(N3C2=C1C(C(=C3)C(=O)O)=O)C)F)F (6-Amino-4,5-difluoro-2,3-dihydro-1-methyl-7-oxo-1H,7H -pyrido[3,2,1-ij]cinnoline-8-carboxylic acid). The yield is 71.2%. Reaction SMILES: [F:1][C:2]1[C:11]([F:12])=[C:10]([NH2:13])[C:9]2[C:14](=[O:22])[C:15]([C:17]([O:19]CC)=[O:18])=[CH:16][N:7]3[C:8]=2[C:3]=1[CH2:4][CH2:5][N:6]3[CH3:23].C(O)(=O)C.Cl>O>[NH2:13][C:10]1[C:9]2[C:14](=[O:22])[C:15]([C:17]([OH:19])=[O:18])=[CH:16][N:7]3[C:8]=2[C:3]([CH2:4][CH2:5][N:6]3[CH3:23])=[C:2]([F:1])[C:11]=1[F:12]. Procedure: 20 mg of the compound (201) obtained in Example 72 was added to 0.4 ml of acetic acid and 0.1 ml of 12N hydrochloric acid, and the solution was heated at 100° C. for 2 hours. After air-cooling, the water was added to the reaction solution, and the deposited solids were filtered off and washed consecutively with water, ethanol and ether to obtain 13 mg of the subject compound (202) in a 72% yield. Starting materials: BrCC1CC1 ((Bromomethyl)cyclopropane), [Na+].[I-] (NaI), C(=O)([O-])[O-].[K+].[K+] (K2CO3), COC(C1=CC(=C(C=C1)O)Cl)=O (3-Chloro-4-hydroxy-benzoic acid methyl ester). The solvent is CC(=O)C (acetone). Product: COC(C1=CC(=C(C=C1)OCC1CC1)Cl)=O (3-Chloro-4-cyclopropylmethoxy-benzoic acid methyl ester). Isolated yield 67.7%. RXN SMILES: [CH3:1][O:2][C:3](=[O:12])[C:4]1[CH:9]=[CH:8][C:7]([OH:10])=[C:6]([Cl:11])[CH:5]=1.[Na+].[I-].C([O-])([O-])=O.[K+].[K+].Br[CH2:22][CH:23]1[CH2:25][CH2:24]1>CC(C)=O>[CH3:1][O:2][C:3](=[O:12])[C:4]1[CH:9]=[CH:8][C:7]([O:10][CH2:22][CH:23]2[CH2:25][CH2:24]2)=[C:6]([Cl:11])[CH:5]=1 |f:1.2,3.4.5|. Reported procedure: 3-Chloro-4-hydroxy-benzoic acid methyl ester (1.1 g, 6.0 mmol, 1.0 eq) was dissolved in acetone (14 mL), NaI (0.45 g, 3.0 mmol, 0.5 eq) and K2CO3 (1.66 g, 12.0 mmol, 2.0 eq) were added ad the mixture was stirred at room temperature for 20 min. (Bromomethyl)cyclopropane (0.53 mL, 5.4 mmol, 0.9 eq) was added, and the mixture was refluxed for 2 days. The solvent was concentrated under reduced pressure, NaOH 10% was added, and the crude was extracted with DCM and dried. The title product (0.88 g, yi... Starting materials: CCOC(Cc1ccc(OCc2nc3ccc(OC)cc3n2C)cc1)C(=O)OC, Cl, C1COCCO1. RXN SMILES: [CH2:1]([CH3:2])[O:3][CH:4]([C:5](=[O:6])[O:7][CH3:8])[CH2:9][c:10]1[cH:11][cH:12][c:13]([O:16][CH2:17][c:18]2[n:19][c:20]3[c:21]([n:22]2[CH3:23])[cH:24][c:25]([O:28][CH3:29])[cH:26][cH:27]3)[cH:14][cH:15]1.[ClH:30].[O:31]1[CH2:32][CH2:33][O:34][CH2:35][CH2:36]1>>[CH2:1]([CH3:2])[O:3][CH:4]([C:5](=[O:6])[OH:7])[CH2:9][c:10]1[cH:11][cH:12][c:13]([O:16][CH2:17][c:18]2[n:19][c:20]3[c:21]([n:22]2[CH3:23])[cH:24][c:25]([O:28][CH3:29])[cH:26][cH:27]3)[cH:14][cH:15]1.[ClH:30]. Yields the product CCOC(Cc1ccc(OCc2nc3ccc(OC)cc3n2C)cc1)C(=O)O, Cl. The reactants are C=Cc1ccccc1, CCO[SiH](OCC)OCC, Cc1ccccc1, [Pt]. Yields the product CCO[Si](CCc1ccccc1)(OCC)OCC. Reaction SMILES: [CH2:1]=[CH:2][c:3]1[cH:4][cH:5][cH:6][cH:7][cH:8]1.[CH2:9]([CH3:10])[O:11][SiH:12]([O:13][CH2:14][CH3:15])[O:16][CH2:17][CH3:18].[CH3:20][c:21]1[cH:22][cH:23][cH:24][cH:25][cH:26]1.[Pt:19]>>[CH2:1]([CH2:2][c:3]1[cH:4][cH:5][cH:6][cH:7][cH:8]1)[Si:12]([O:11][CH2:9][CH3:10])([O:13][CH2:14][CH3:15])[O:16][CH2:17][CH3:18]. Product: BrC=1C=C(C=CC1)NC1=NC=NC2=CC=C(C=C12)NC(C#CCCl)=O (4-Chloro-but-2-ynoic acid [4-(3-bromo-phenylamino)-quinazolin-6yl]-amide). Conditions: time 30 minute. As a reaction SMILES: [Cl:1]C(OCC(C)C)=O.CN1CCOCC1.[Br:16][C:17]1[CH:18]=[C:19]([NH:23][C:24]2[C:33]3[C:28](=[CH:29][CH:30]=[C:31]([NH2:34])[CH:32]=3)[N:27]=[CH:26][N:25]=2)[CH:20]=[CH:21][CH:22]=1.[O:35]1[CH2:39][CH2:38][CH2:37][CH2:36]1>N1C=CC=CC=1>[Br:16][C:17]1[CH:18]=[C:19]([NH:23][C:24]2[C:33]3[C:28](=[CH:29][CH:30]=[C:31]([NH:34][C:36](=[O:35])[C:37]#[C:38][CH2:39][Cl:1])[CH:32]=3)[N:27]=[CH:26][N:25]=2)[CH:20]=[CH:21][CH:22]=1. Reactants: BrC=1C=C(C=CC1)NC1=NC=NC2=CC=C(C=C12)N (N-(3-bromophenyl)-4,6-quinazolindiamine), ClC(=O)OCC(C)C (Isobutyl chloroformate), CN1CCOCC1 (N-methylmorpholine), ice, O1CCCC1 (tetrahydrofuran). The solvent is N1=CC=CC=C1 (pyridine). Procedure details: Isobutyl chloroformate (0.625 g, 4.58 mmol) and N-methylmorpholine (0.506 g, 5.00 mmol) were added to an ice cold solution of 0.542 g (4.58 mmol) of 4-chloro-but-2-yanoic acid in 7mL of tetrahydrofuran under nitrogen. After stirring for 30min, a solution of 0.72 g (2.287 mmol) of N-(3-bromophenyl)-4,6-quinazolindiamine in 3.35 mL of pyridine was added and the mixture was stirred at 0° C. for 1 h. The reaction was quenched with ice water. The product was collected by filtration, washed with water... Reactants: C(CCC)(=O)C(C(=O)OCC)CC(=O)OCC (diethyl 2-butyrylsuccinate), B(O)(O)O (boric acid), C(C)O (ethanol). The solvent is CCCCCC (hexane). Run at temperature 175 celsius, time 4 hour. Product: O=C(CCC(=O)OCC)CCC (ethyl 4-oxoheptanoate). Isolated yield 89.6%. Reaction SMILES: [C:1]([CH:6]([CH2:12][C:13]([O:15][CH2:16][CH3:17])=[O:14])C(OCC)=O)(=[O:5])[CH2:2][CH2:3][CH3:4].B(O)(O)O.C(O)C>CCCCCC>[O:5]=[C:1]([CH2:2][CH2:3][CH3:4])[CH2:6][CH2:12][C:13]([O:15][CH2:16][CH3:17])=[O:14]. Procedure: 92.8 g of diethyl 2-butyrylsuccinate and 23.5 g of boric acid were heated to 150° C. in a round flask with distillation head piece, whereby ethanol distilled off. The mixture was subsequently heated to 175° C. and stirred at this temperature for 4 hours (evolution of carbon dioxide). After completion of the reaction, the mixture was cooled to room temperature, taken up in 500 ml of hexane and washed with 150 ml of 5% (wt./vol.) sodium hydrogen carbonate solution and 100 ml of water. The aqueous ... Reactants: CCC(CCCC)O (heptan-3-ol), N (ammonia). Product: CCC(CCCC)NC(CC)CCCC (di-3-heptylamine), CCC(CCCC)N (3-heptylamine), alcohol. As a reaction SMILES: [CH3:1][CH2:2][CH:3](O)[CH2:4][CH2:5][CH2:6][CH3:7].[NH3:9]>>[CH3:1][CH2:2][CH:3]([NH:9][CH:3]([CH2:4][CH2:5][CH2:6][CH3:7])[CH2:2][CH3:1])[CH2:4][CH2:5][CH2:6][CH3:7].[CH3:1][CH2:2][CH:3]([NH2:9])[CH2:4][CH2:5][CH2:6][CH3:7]. Procedure: If heptan-3-ol is reacted similarly with ammonia at 130° C., 80% of theory of di-3-heptylamine, 18.5% of theory of 3-heptylamine and 0.5% of theory of unconverted alcohol are obtained.